This data is from the Open Reaction Database (ORD), a public repository of structured organic reaction records. The task is: describe an organic reaction: reactants, conditions, products, and yield Reactants: CC1=C(C=CC(N1)=O)C1=CC=CC=C1 (6-methyl-5-phenyl-2-pyridone), C1(=CC=CC=C1)OP(=O)(N)N (phenylphosphorodiamidate). Run in C1(=CC=CC=C1)OC1=CC=CC=C1 (diphenyl ether). The product is CC1=C(C=CC(=N1)N)C1=CC=CC=C1 (6-METHYL-5-PHENYL-2-PYRIDYLAMINE). RXN SMILES: [CH3:1][C:2]1[NH:7][C:6](=O)[CH:5]=[CH:4][C:3]=1[C:9]1[CH:14]=[CH:13][CH:12]=[CH:11][CH:10]=1.C1(OP(N)([NH2:24])=O)C=CC=CC=1>C1(OC2C=CC=CC=2)C=CC=CC=1>[CH3:1][C:2]1[N:7]=[C:6]([NH2:24])[CH:5]=[CH:4][C:3]=1[C:9]1[CH:14]=[CH:13][CH:12]=[CH:11][CH:10]=1. Procedure: A mixture of 6-methyl-5-phenyl-2-pyridone (12.0 grams) and phenylphosphorodiamidate (14.4 grams) in 300 ml diphenyl ether was heated for 19-20 hours at approximately 220°-225° [250]° C. After cooling, the reaction mixture was chromatographed over silica gel with ethyl acetate. A total of 0.8 gram, of desired product was collected and recrystallized from dichloromethane/petroleum ether, m.p. 110°-113° C. The reactants are CC1(COC(OC1)C(C)[C@H]1CC[C@H]2[C@@H]3C=CC4=CC([C@H]5[C@@H]([C@]4(C)[C@H]3CC[C@]12C)O5)=O)C (20-(5,5-dimethyl-1,3-dioxan-2-yl)-1α,2α-epoxypregna-4,6-dien-3-one), C(O)([O-])=O.[Na+] (sodium hydrogen carbonate), ClC1=CC(=CC=C1)C(=O)OO (m-chloroperbenzoic acid). Solvent: C(Cl)Cl (methylene chloride). Product: O1[C@@]23[C@H]([C@H]4[C@@H]5CC[C@H](CC)[C@]5(CC[C@@H]4[C@]4(CCC(C1=C24)=O)C)C)O3 (6α,7α-diepoxypregn-4-en-3-one). Yield: 79.0%. As a reaction SMILES: CC1(C)CO[CH:5]([CH:8]([C@@H:10]2[C@:27]3([CH3:28])[C@H:13]([C@H:14]4[C@H:24]([CH2:25][CH2:26]3)[C@:22]3([CH3:23])[C:17](=[CH:18][C:19](=[O:30])[C@@H:20]5[O:29][C@@H:21]53)C=C4)[CH2:12][CH2:11]2)C)OC1.C(=O)([O-])O.[Na+].ClC1C=CC=[C:40]([C:44]([O:46]O)=O)C=1>C(Cl)Cl>[O:29]1[C:20]2=[C:21]3[C@:22]([CH3:23])([CH2:17][CH2:18][C:19]2=[O:30])[C@@H:24]2[C@H:14]([C@H:13]4[C@:27]([CH3:28])([CH2:26][CH2:25]2)[C@@H:10]([CH2:8][CH3:5])[CH2:11][CH2:12]4)[C@@H:40]2[O:46][C@:44]123 |f:1.2|. Procedure details: To a solution of 0.43 g (1.0 mmole) of 20-(5,5-dimethyl-1,3-dioxan-2-yl)-1α,2α-epoxypregna-4,6-dien-3-one in 10 ml of methylene chloride was added 3 ml of 0.5M-aqueous sodium hydrogen carbonate solution under stirring and cooling in an ice-water bath, followed by gradual addition of 0.34 g (2.0 mmoles) of m-chloroperbenzoic acid. The mixture was stirred at room temperature for 2 days. The reaction mixture thus obtained was subjected to phase separation and the aqueous layer was extracted twice w... The reactants are C(C)(=O)OC1OCC(CC1)OCC1=CC=CC=C1 (5-(benzyloxy)tetrahydro-2H-pyran-2-yl acetate), COC(=C(C)C)O[Si](C)(C)C (((1-methoxy-2-methylprop-1-en-1-yl)oxy)trimethylsilane), B(F)(F)F.CCOCC (BF3.OEt2). The solvent is C(Cl)Cl (DCM). Reaction conditions: time 18 hour. Product: C(C1=CC=CC=C1)OC1CCC(OC1)C(C(=O)OC)(C)C (methyl 2-(5-(benzyloxy)tetrahydro-2H-pyran-2-yl)-2-methylpropanoate). Isolated yield 77.1%. As a reaction SMILES: C(O[CH:5]1[CH2:10][CH2:9][CH:8]([O:11][CH2:12][C:13]2[CH:18]=[CH:17][CH:16]=[CH:15][CH:14]=2)[CH2:7][O:6]1)(=O)C.[CH3:19][O:20][C:21]([O:25][Si](C)(C)C)=[C:22]([CH3:24])[CH3:23].B(F)(F)F.CCOCC>C(Cl)Cl>[CH2:12]([O:11][CH:8]1[CH2:7][O:6][CH:5]([C:22]([CH3:24])([CH3:23])[C:21]([O:20][CH3:19])=[O:25])[CH2:10][CH2:9]1)[C:13]1[CH:14]=[CH:15][CH:16]=[CH:17][CH:18]=1 |f:2.3|. Reported procedure: To a solution of 5-(benzyloxy)tetrahydro-2H-pyran-2-yl acetate (281 mg, 1.123 mmol) and ((1-methoxy-2-methylprop-1-en-1-yl)oxy)trimethylsilane (783 mg, 4.49 mmol) in DCM (5 mL) at −78° C. was added BF3.OEt2 (0.228 mL, 1.796 mmol). The reaction mixture was gradually allowed to warm to rt and stirred at rt for 18 h. The reaction mixture was quenched with sat. NaHCO3 (5 mL) and diluted with DCM (20 mL). The organic layer was separated, washed with water, brine, dried (MgSO4) and concentrated. The c...